From a dataset of the Open Reaction Database (ORD), a public repository of structured organic reaction records. describe an organic reaction: reactants, conditions, products, and yield Starting materials: ClC(Cl)(Cl)Cl, CCOCC, CC(C)(C=O)COCc1ccc(F)c(Cc2ccccc2)c1, ClCCl, [Zn], c1ccc(P(c2ccccc2)c2ccccc2)cc1. Product: CC(C)(C=C(Cl)Cl)COCc1ccc(F)c(Cc2ccccc2)c1. As a reaction SMILES: [C:42]([Cl:43])([Cl:44])([Cl:45])[Cl:46].[CH2:47]([O:48][CH2:49][CH3:50])[CH3:51].[CH3:1][C:2]([CH:3]=[O:4])([CH2:5][O:6][CH2:7][c:8]1[cH:9][c:10]([CH2:15][c:16]2[cH:17][cH:18][cH:19][cH:20][cH:21]2)[c:11]([F:14])[cH:12][cH:13]1)[CH3:22].[Cl:52][CH2:53][Cl:54].[Zn:55].[c:23]1([P:24]([c:25]2[cH:26][cH:27][cH:28][cH:29][cH:30]2)[c:31]2[cH:32][cH:33][cH:34][cH:35][cH:36]2)[cH:37][cH:38][cH:39][cH:40][cH:41]1>>[CH3:1][C:2]([CH:3]=[C:42]([Cl:43])[Cl:44])([CH2:5][O:6][CH2:7][c:8]1[cH:9][c:10]([CH2:15][c:16]2[cH:17][cH:18][cH:19][cH:20][cH:21]2)[c:11]([F:14])[cH:12][cH:13]1)[CH3:22].